This data is from the Open Reaction Database (ORD), a public repository of structured organic reaction records. The task is: describe an organic reaction: reactants, conditions, products, and yield The reactants are [Br-], CCOC(OCC)C1CC(C)(C)CCC1=O, [Mg+]c1ccc(Cl)cc1. Yields the product CCOC(OCC)C1CC(C)(C)CCC1(O)c1ccc(Cl)cc1. Reaction SMILES: [Br-:17].[CH2:1]([CH3:2])[O:3][CH:4]([CH:5]1[C:6](=[O:13])[CH2:7][CH2:8][C:9]([CH3:11])([CH3:12])[CH2:10]1)[O:14][CH2:15][CH3:16].[Cl:18][c:19]1[cH:20][cH:21][c:22]([Mg+:25])[cH:23][cH:24]1>>[CH2:1]([CH3:2])[O:3][CH:4]([CH:5]1[C:6]([OH:13])([c:22]2[cH:21][cH:20][c:19]([Cl:18])[cH:24][cH:23]2)[CH2:7][CH2:8][C:9]([CH3:11])([CH3:12])[CH2:10]1)[O:14][CH2:15][CH3:16]. Reactants: C(C(C)C)(=O)OCC=C (allyl isobutyrate), C(CC)(=O)OCC=C (allyl propionate). Product: C1(CCCO1)=O (γ-butyrolactone), C(=C)CC(=O)O (vinyl acetic acid). Reaction SMILES: [C:1]([O:6][CH2:7][CH:8]=[CH2:9])(=[O:5])C(C)C.[C:10]([O:14]CC=C)(=[O:13])[CH2:11][CH3:12]>>[C:1]1(=[O:5])[O:6][CH2:7][CH2:8][CH2:9]1.[CH:12]([CH2:11][C:10]([OH:14])=[O:13])=[CH2:1]. Reported procedure: The reaction was carried out as described in Example 11, with the exception that 128 grams of allyl isobutyrate were used instead of allyl propionate. 19.1 grams of γ-butyrolactone and 10.6 grams of vinyl acetic acid were obtained. Reactants: Intermediate 14, ClC1=NC=CC(=N1)C1=C(N=C(S1)C(C)C)C=1C(=C(N)C=CC1)F (3-(5-(2-chloropyrimidin-4-yl)-2-isopropylthiazol-4-yl)-2-fluoroaniline), CC1=C(C=CC=C1)S(=O)(=O)Cl (2-methylbenzenesulfonyl chloride). The product is ClC1=NC=CC(=N1)C1=C(N=C(S1)C(C)C)C=1C(=C(C=CC1)NS(=O)(=O)C1=C(C=CC=C1)C)F (N-{3-[5-(2-Chloro-4-pyrimidinyl)-2-(1-methylethyl)-1,3-thiazol-4-yl]-2-fluorophenyl}-2-methylbenzenesulfonamide). RXN SMILES: [Cl:1][C:2]1[N:7]=[C:6]([C:8]2[S:12][C:11]([CH:13]([CH3:15])[CH3:14])=[N:10][C:9]=2[C:16]2[C:17]([F:23])=[C:18]([CH:20]=[CH:21][CH:22]=2)[NH2:19])[CH:5]=[CH:4][N:3]=1.[CH3:24][C:25]1[CH:30]=[CH:29][CH:28]=[CH:27][C:26]=1[S:31](Cl)(=[O:33])=[O:32]>>[Cl:1][C:2]1[N:7]=[C:6]([C:8]2[S:12][C:11]([CH:13]([CH3:15])[CH3:14])=[N:10][C:9]=2[C:16]2[C:17]([F:23])=[C:18]([NH:19][S:31]([C:26]3[CH:27]=[CH:28][CH:29]=[CH:30][C:25]=3[CH3:24])(=[O:33])=[O:32])[CH:20]=[CH:21][CH:22]=2)[CH:5]=[CH:4][N:3]=1. Reported procedure: Following a procedure analogous to the procedure described in Intermediate 14 using 3-(5-(2-chloropyrimidin-4-yl)-2-isopropylthiazol-4-yl)-2-fluoroaniline (350 mg, 1.003 mmol) and 2-methylbenzenesulfonyl chloride (0.145 mL, 1.00 mmol) the title compound of Step A was obtained as a yellow solid (140 mg, 28% yield). 1H NMR (400 MHz, DMSO-d6) δ ppm 10.37 (s, 1H), 8.35-8.65 (m, 1H), 7.70 (d, J=7.8 Hz, 1H), 7.11-7.50 (m, 6H), 6.73 (d, J=5.2 Hz, 1H), 3.35-3.41 (m, 1H), 2.54 (s, 3H), 1.34 (d, J=6.9 Hz,... Reactants: CC(C)(C)O, C1CCOC1, CC=C(C)C, [O-][Cl+][O-], O=Cc1ccc(Sc2ccc(Cl)cc2)s1, [K+], [K+], [Na+], O, O=P([O-])(O)O, O=S(=O)([O-])O. Product: O=C(O)c1ccc(Sc2ccc(Cl)cc2)s1. RXN SMILES: [C:42]([OH:43])([CH3:44])([CH3:45])[CH3:46].[CH2:37]1[O:38][CH2:39][CH2:40][CH2:41]1.[CH3:16][C:17](=[CH:18][CH3:19])[CH3:20].[Cl+:27]([O-:28])[O-:29].[Cl:1][c:2]1[cH:3][cH:4][c:5]([S:8][c:9]2[cH:10][cH:11][c:12]([CH:14]=[O:15])[s:13]2)[cH:6][cH:7]1.[K+:26].[K+:36].[Na+:30].[OH2:47].[P:21](=[O:22])([O-:23])([OH:24])[OH:25].[S:31](=[O:32])(=[O:33])([OH:34])[O-:35]>>[Cl:1][c:2]1[cH:3][cH:4][c:5]([S:8][c:9]2[cH:10][cH:11][c:12]([C:14](=[O:15])[OH:22])[s:13]2)[cH:6][cH:7]1. Reactants: 43.4, 30, C1(=CC=CC=C1)CC(=O)OC (methyl benzeneacetate), [H-].[Na+] (sodium hydride), ClC1=CC(=C(C=C1)CCl)Cl (1,3-dichloro-4-(chloromethyl)benzene). The solvent is C1=CC=CC=C1 (benzene), CN(C=O)C (N,N-dimethylformamide), C1=CC=CC=C1 (benzene), CN(C=O)C (N,N-dimethylformamide). Reaction conditions: time 1 hour. Yields the product 26.5, ClC1=C(C=CC(=C1)Cl)CC(C(=O)OC)C1=CC=CC=C1 (methyl 2,4-dichloro-α-phenylbenzenepropanoate). RXN SMILES: [C:1]1([CH2:7][C:8]([O:10][CH3:11])=[O:9])[CH:6]=[CH:5][CH:4]=[CH:3][CH:2]=1.[H-].[Na+].[Cl:14][C:15]1[CH:20]=[CH:19][C:18]([CH2:21]Cl)=[C:17]([Cl:23])[CH:16]=1>CN(C)C=O.C1C=CC=CC=1>[Cl:23][C:17]1[CH:16]=[C:15]([Cl:14])[CH:20]=[CH:19][C:18]=1[CH2:21][CH:7]([C:1]1[CH:6]=[CH:5][CH:4]=[CH:3][CH:2]=1)[C:8]([O:10][CH3:11])=[O:9] |f:1.2|. Procedure: A mixture of 30 parts of methyl benzeneacetate, 6.8 parts of sodium hydride dispersion 78%, 135 parts of N,N-dimethylformamide and 180 parts of benzene is stirred for 1 hour at room temperature, while nitrogen gas is introduced. Another 90 parts of benzene is added. Then there is added dropwise, during a 30 minutes-period, a solution of 43.4 parts of 1,3-dichloro-4-(chloromethyl)benzene in 45 parts of N,N-dimethylformamide. Upon completion, stirring is continued for 30 minutes at room temperatur... Starting materials: N#CCc1ccc(C2CCC(N3CC(NC(=O)CNC(=O)c4cccc(C(F)(F)F)c4)C3)CC2)cc1, [Cl-], [NH4+], C1COCCO1. Yields the product N=C(N)Cc1ccc(C2CCC(N3CC(NC(=O)CNC(=O)c4cccc(C(F)(F)F)c4)C3)CC2)cc1. As a reaction SMILES: [C:1](#[N:2])[CH2:3][c:4]1[cH:5][cH:6][c:7]([CH:10]2[CH2:11][CH2:12][CH:13]([N:16]3[CH2:17][CH:18]([NH:20][C:21](=[O:22])[CH2:23][NH:24][C:25]([c:26]4[cH:27][c:28]([C:32]([F:33])([F:34])[F:35])[cH:29][cH:30][cH:31]4)=[O:36])[CH2:19]3)[CH2:14][CH2:15]2)[cH:8][cH:9]1.[Cl-:37].[NH4+:38].[O:39]1[CH2:40][CH2:41][O:42][CH2:43][CH2:44]1>>[C:1]([NH2:2])([CH2:3][c:4]1[cH:5][cH:6][c:7]([CH:10]2[CH2:11][CH2:12][CH:13]([N:16]3[CH2:17][CH:18]([NH:20][C:21](=[O:22])[CH2:23][NH:24][C:25]([c:26]4[cH:27][c:28]([C:32]([F:33])([F:34])[F:35])[cH:29][cH:30][cH:31]4)=[O:36])[CH2:19]3)[CH2:14][CH2:15]2)[cH:8][cH:9]1)=[NH:38]. The product is BrCCCCCC(=O)C1=C(C=C(C=C1)O)O (6-bromo-1-(2,4-dihydroxyphenyl)-1-hexanone). Reaction conditions: time 20 minute. Reaction SMILES: [Sn](Cl)(Cl)(Cl)Cl.[Br:6][CH2:7][CH2:8][CH2:9][CH2:10][CH2:11][C:12]([OH:14])=O.[C:15]1([CH:22]=[CH:21][CH:20]=[C:18]([OH:19])[CH:17]=1)[OH:16]>>[Br:6][CH2:7][CH2:8][CH2:9][CH2:10][CH2:11][C:12]([C:20]1[CH:21]=[CH:22][C:15]([OH:16])=[CH:17][C:18]=1[OH:19])=[O:14]. The reactants are ice water, [Sn](Cl)(Cl)(Cl)Cl (Tin chloride), BrCCCCCC(=O)O (6-bromohexanoic acid), C1(O)=CC(O)=CC=C1 (resorcinol). Procedure details: Tin chloride (8.18 g) and 6-bromohexanoic acid were stirred at 120° C. Thereto was added resorcinol (5.50 g), and the resulting mixture was stirred for 20 min. The reaction mixture was poured into ice-water and the mixture was extracted with ethyl acetate ester. The organic layer was washed with brine and dried, followed by evaporation of the solvent under reduced pressure. The residue was purified by silica gel chromatography (chloroform:methanol=30:1) to give 3.70 g of 6-bromo-1-(2,4-dihydroxy... Starting materials: CC(C)N, CCOCC, N#Cc1c(Cl)nc(Cl)nc1Cl, O. Yields the product CC(C)Nc1nc(Cl)c(C#N)c(Cl)n1. As a reaction SMILES: [CH3:12][CH:13]([CH3:14])[NH2:15].[CH3:17][CH2:18][O:19][CH2:20][CH3:21].[Cl:1][c:2]1[n:3][c:4]([Cl:11])[c:5]([C:9]#[N:10])[c:6]([Cl:8])[n:7]1.[OH2:16]>>[c:2]1([NH:15][CH:13]([CH3:12])[CH3:14])[n:3][c:4]([Cl:11])[c:5]([C:9]#[N:10])[c:6]([Cl:8])[n:7]1.